Task: describe an organic reaction: reactants, conditions, products, and yield. Dataset: the Open Reaction Database (ORD), a public repository of structured organic reaction records Reactants: CCO, CI, [Na+], [OH-], O=C1NC(C(Cl)(Cl)Cl)Oc2ccc(O)cc21. Yields the product COc1ccc2c(c1)C(=O)NC(C(Cl)(Cl)Cl)O2. Reaction SMILES: [CH3:21][CH2:22][OH:23].[I:19][CH3:20].[Na+:18].[OH-:17].[OH:1][c:2]1[cH:3][cH:4][c:5]2[c:6]([cH:16]1)[C:7](=[O:15])[NH:8][CH:9]([C:11]([Cl:12])([Cl:13])[Cl:14])[O:10]2>>[O:1]([c:2]1[cH:3][cH:4][c:5]2[c:6]([cH:16]1)[C:7](=[O:15])[NH:8][CH:9]([C:11]([Cl:12])([Cl:13])[Cl:14])[O:10]2)[CH3:20]. Reactants: C(C)O (Ethanol), P(Br)(Br)Br (phosphorus tribromide), C(C)(C)C1=C(CO)C(=CC(=C1)C(C)C)C(C)C (2,4,6-triisopropylbenzyl alcohol). The solvent is C(C)OCC (ethyl ether), C(C)OCC (ethyl ether). Run at time 8 hour. The product is C(C)(C)C1=C(CBr)C(=CC(=C1)C(C)C)C(C)C (2,4,6-Triisopropylbenzyl Bromide). RXN SMILES: P(Br)(Br)[Br:2].[CH:5]([C:8]1[CH:15]=[C:14]([CH:16]([CH3:18])[CH3:17])[CH:13]=[C:12]([CH:19]([CH3:21])[CH3:20])[C:9]=1[CH2:10]O)([CH3:7])[CH3:6].C(O)C>C(OCC)C>[CH:5]([C:8]1[CH:15]=[C:14]([CH:16]([CH3:18])[CH3:17])[CH:13]=[C:12]([CH:19]([CH3:21])[CH3:20])[C:9]=1[CH2:10][Br:2])([CH3:7])[CH3:6]. Reported procedure: A solution of phosphorus tribromide (3.8 mL, 0.04 mol) in ethyl ether (150 mL) was added dropwise to 2,4,6-triisopropylbenzyl alcohol (17.99 g, 0.076 mol) in ethyl ether (350 mL) at room temperature under a nitrogen atmosphere. The reaction mixture was stirred overnight at room temperature. Ethanol (95%, 50 mL) was added dropwise over 1 hour and the resulting mixture was stirred for 30 minutes, and was then concentrated to an oil. The oil was partitioned between ethyl acetate (300 mL) and satura... Reactants: C(=O)(C(F)(F)F)O (TFA), FC1=C(C(=C(C=C1OC)OC)F)C1=NC=C2C(=N1)NN=C2I (6-(2,6-difluoro-3,5-dimethoxyphenyl)-3-iodo-1H-pyrazolo[3,4-d]pyrimidine), CC1(OB(OC1(C)C)C=1C=C2CCNC(C2=CC1)=O)C (6-(4,4,5,5-tetramethyl-1,3,2-dioxaborolan-2-yl)-3,4-dihydroisoquinolin-1(2H)-one). Yields the product FC1=C(C(=C(C=C1OC)OC)F)C1=NC=C2C(=N1)NN=C2C=2C=C1CCNC(C1=CC2)=O (6-[6-(2,6-Difluoro-3,5-dimethoxyphenyl)-1H-pyrazolo[3,4-d]pyrimidin-3-yl]-3,4-dihydroisoquinolin-1(2H)-one). As a reaction SMILES: C(O)(C(F)(F)F)=O.[F:8][C:9]1[C:14]([O:15][CH3:16])=[CH:13][C:12]([O:17][CH3:18])=[C:11]([F:19])[C:10]=1[C:20]1[N:25]=[C:24]2[NH:26][N:27]=[C:28](I)[C:23]2=[CH:22][N:21]=1.CC1(C)C(C)(C)OB([C:38]2[CH:39]=[C:40]3[C:45](=[CH:46][CH:47]=2)[C:44](=[O:48])[NH:43][CH2:42][CH2:41]3)O1>>[F:8][C:9]1[C:14]([O:15][CH3:16])=[CH:13][C:12]([O:17][CH3:18])=[C:11]([F:19])[C:10]=1[C:20]1[N:25]=[C:24]2[NH:26][N:27]=[C:28]([C:38]3[CH:39]=[C:40]4[C:45](=[CH:46][CH:47]=3)[C:44](=[O:48])[NH:43][CH2:42][CH2:41]4)[C:23]2=[CH:22][N:21]=1. Procedure: This compound was prepared as a TFA salt by using procedures analogous to those described for the synthesis of Example 7, Step 3 starting from 6-(2,6-difluoro-3,5-dimethoxyphenyl)-3-iodo-1H-pyrazolo[3,4-d]pyrimidine and 6-(4,4,5,5-tetramethyl-1,3,2-dioxaborolan-2-yl)-3,4-dihydroisoquinolin-1(2H)-one. LCMS (M+H)+=438.0.